The task is: describe an organic reaction: reactants, conditions, products, and yield. This data is from the Open Reaction Database (ORD), a public repository of structured organic reaction records. RXN SMILES: [C:1](=[O:2])([O-:3])[O-:4].[CH3:32][N:33]([CH3:34])[CH:35]=[O:36].[Cl:21][c:22]1[c:23]([C:24](=[O:25])[OH:26])[c:27]([F:31])[cH:28][cH:29][cH:30]1.[K+:5].[K+:6].[NH2:7][CH:8]1[CH2:9][CH2:10][N:11]([CH2:14][c:15]2[cH:16][cH:17][cH:18][cH:19][cH:20]2)[CH2:12][CH2:13]1>>[NH:7]([CH:8]1[CH2:9][CH2:10][N:11]([CH2:14][c:15]2[cH:16][cH:17][cH:18][cH:19][cH:20]2)[CH2:12][CH2:13]1)[c:22]1[c:23]([C:24](=[O:25])[OH:26])[c:27]([F:31])[cH:28][cH:29][cH:30]1. Yields the product O=C(O)c1c(F)cccc1NC1CCN(Cc2ccccc2)CC1. Starting materials: O=C([O-])[O-], CN(C)C=O, O=C(O)c1c(F)cccc1Cl, [K+], [K+], NC1CCN(Cc2ccccc2)CC1. The reactants are FC=1C(NC(NC1)=O)=O (5-fluorouracil), [Sb](Cl)(Cl)Cl (antimony trichloride), O1CCC=C1 (2,3-dihydrofuran), O1CCC=C1 (2,3-dihydrofuran). The solvent is N1=CC=CC=C1 (pyridine), N1=CC=CC=C1 (pyridine). Yields the product O1C(CCC1)N1C(=O)N(C(=O)C(=C1)F)C1OCCC1 (N1,N3 -bis(2-tetrahydrofuryl)-5-fluorouracil), O1C(CCC1)N1C(=O)NC(=O)C(=C1)F (N1 -(2-tetrahydrofuryl)-5-fluorouracil). Isolated yield 27.0%. Reaction SMILES: [F:1][C:2]1[C:3](=[O:9])[NH:4][C:5](=[O:8])[NH:6][CH:7]=1.[Sb](Cl)(Cl)Cl.[O:14]1[CH:18]=[CH:17][CH2:16][CH2:15]1>N1C=CC=CC=1>[O:14]1[CH2:15][CH2:16][CH2:17][CH:18]1[N:6]1[CH:7]=[C:2]([F:1])[C:3](=[O:9])[N:4]([CH:15]2[CH2:16][CH2:17][CH2:18][O:14]2)[C:5]1=[O:8].[O:14]1[CH2:18][CH2:17][CH2:16][CH:15]1[N:6]1[CH:7]=[C:2]([F:1])[C:3](=[O:9])[NH:4][C:5]1=[O:8]. Reported procedure: In a sealed tube, 780 mg (6 m mole) of 5-fluorouracil, 5 ml of pyridine, 100 mg (0.44 m mole) of antimony trichloride and 1.26 g (18 m mole) of 2,3-dihydrofuran were heated at 100° C for 3 hours. The reaction mixture was further admixed with 800 mg (11.5 m mole) of 2,3-dihydrofuran and the mixture was heated for 17 hours. After the reaction, pyridine was distilled off under a reduced pressure and the residue was dissolved in chloroform and the insoluble matters were separated by a filtration. Ch...